From a dataset of the Open Reaction Database (ORD), a public repository of structured organic reaction records. describe an organic reaction: reactants, conditions, products, and yield The reactants are CCOC(C)=O, CC1(C)CC(=O)c2cc([N+](=O)[O-])ccc21, CO, O=[Pt]. The product is CC1(C)CC(=O)c2cc(N)ccc21. As a reaction SMILES: [CH3:16][CH2:17][O:18][C:19](=[O:20])[CH3:21].[CH3:1][C:2]1([CH3:15])[CH2:3][C:4](=[O:14])[c:5]2[cH:6][c:7]([N+:11]([O-:12])=[O:13])[cH:8][cH:9][c:10]21.[CH3:22][OH:23].[Pt:24]=[O:25]>>[CH3:1][C:2]1([CH3:15])[CH2:3][C:4](=[O:14])[c:5]2[cH:6][c:7]([NH2:11])[cH:8][cH:9][c:10]21. Reactants: C(C)(C)(C)OC(=O)N1CCN(CC1)C1=NC=C(C=C1Cl)C (4-(3-Chloro-5-methylpyridin-2-yl)piperazine-1-carboxylic acid tert-butyl ester), BrC1=CC(=C(C(=O)Cl)C=C1)F (4-bromo-2-fluorobenzoyl chloride), FC(C(=O)O)(F)F (trifluoroacetic acid), [OH-].[Na+] (sodium hydroxide). Run in C(Cl)(Cl)Cl (chloroform). Reaction conditions: time 8 hour. Yields the product BrC1=CC(=C(C=C1)C(=O)N1CCN(CC1)C1=NC=C(C=C1Cl)C)F ((4-bromo-2-fluorophenyl)[4-(3-chloro-5-methylpyridin-2-yl)piperazin-1-yl]methanone). Yield: 102.5%. As a reaction SMILES: C(O[C:6]([N:8]1[CH2:13][CH2:12][N:11]([C:14]2[C:19]([Cl:20])=[CH:18][C:17]([CH3:21])=[CH:16][N:15]=2)[CH2:10][CH2:9]1)=[O:7])(C)(C)C.FC(F)(F)C(O)=O.[OH-].[Na+].[Br:31][C:32]1[CH:40]=[CH:39][C:35](C(Cl)=O)=[C:34]([F:41])[CH:33]=1>C(Cl)(Cl)Cl>[Br:31][C:32]1[CH:40]=[CH:39][C:35]([C:6]([N:8]2[CH2:9][CH2:10][N:11]([C:14]3[C:19]([Cl:20])=[CH:18][C:17]([CH3:21])=[CH:16][N:15]=3)[CH2:12][CH2:13]2)=[O:7])=[C:34]([F:41])[CH:33]=1 |f:2.3|. Procedure: 4-(3-Chloro-5-methylpyridin-2-yl)piperazine-1-carboxylic acid tert-butyl ester (1.4 g), which is the intermediate described in Preparation Example 48, was dissolved in chloroform (2.5 mL), trifluoroacetic acid (2 mL) was added, and the mixture was stirred at room temperature overnight. The reaction mixture was alkalified with 1N aqueous sodium hydroxide solution, and extracted with chloroform. The organic layer was washed with saturated brine, and the solvent was evaporated. By reaction and trea...